This data is from the Open Reaction Database (ORD), a public repository of structured organic reaction records. The task is: describe an organic reaction: reactants, conditions, products, and yield RXN SMILES: [CH3:29][N:30]1[CH2:31][CH2:32][NH:33][CH2:34][CH2:35]1.[Cl:1][CH:2]1[CH:3]([OH:28])[CH2:4][CH:5]2[CH2:6][CH2:7][CH:8]3[CH:9]4[CH2:10][CH:11]([N:22]5[CH2:23][CH2:24][CH2:25][CH2:26][CH2:27]5)[CH:12]([OH:21])[C:13]4([CH3:14])[CH2:15][CH2:16][CH:17]3[C:18]2([CH3:20])[CH2:19]1>>[CH:2]1([N:33]2[CH2:32][CH2:31][N:30]([CH3:29])[CH2:35][CH2:34]2)[CH:3]([OH:28])[CH2:4][CH:5]2[CH2:6][CH2:7][CH:8]3[CH:9]4[CH2:10][CH:11]([N:22]5[CH2:23][CH2:24][CH2:25][CH2:26][CH2:27]5)[CH:12]([OH:21])[C:13]4([CH3:14])[CH2:15][CH2:16][CH:17]3[C:18]2([CH3:20])[CH2:19]1. Product: CN1CCN(C2CC3(C)C(CCC4C3CCC3(C)C(O)C(N5CCCCC5)CC43)CC2O)CC1. Reactants: CN1CCNCC1, CC12CC(Cl)C(O)CC1CCC1C2CCC2(C)C(O)C(N3CCCCC3)CC12. Starting materials: C(C)OC(=O)C1CSC23C(=NCCC21)C=CC=C3 (1,2,3,4-tetrahydro-benzo[b]thieno[2,3,c]pyridine-3-carboxylic acid ethyl ester), C(C)(C)(C)OC(=O)SC1=NC(=CC(=N1)C)C (2-(tertiary-butoxycarbonylthio)-4,6-dimethylpyrimidine). The solvent is C(Cl)(Cl)Cl (chloroform). Yields the product C(C)OC(=O)C1(CC2C3(C(=NCC2)C=CC=C3)S1)C(=O)OC(C)(C)C (2 -tert-butoxycarbonyl-1,2,3,4-tetrahydro-benzo[b]thieno[2,3-c]pyridine-carboxylic acid ethyl ester). Isolated yield 123.3%. As a reaction SMILES: C(OC([CH:6]1[CH:14]2[C:9]3([CH:18]=[CH:17][CH:16]=[CH:15][C:10]3=[N:11][CH2:12][CH2:13]2)[S:8][CH2:7]1)=O)C.[C:19]([O:23][C:24](SC1N=C(C)C=C(C)N=1)=[O:25])([CH3:22])([CH3:21])[CH3:20]>C(Cl)(Cl)Cl>[CH2:19]([O:23][C:24]([C:7]1([C:24]([O:23][C:19]([CH3:20])([CH3:21])[CH3:22])=[O:25])[S:8][C:9]23[CH:18]=[CH:17][CH:16]=[CH:15][C:10]2=[N:11][CH2:12][CH2:13][CH:14]3[CH2:6]1)=[O:25])[CH3:20]. Procedure details: In 20 ml of desiccated chloroform were dissolved 6 g of 1,2,3,4-tetrahydro-benzo[b]thieno[2,3-c]pyridinecarboxylic acid ethyl ester synthesized in Example 1 and 6.63 g of 2-(tertiary-butoxycarbonylthio)-4,6-dimethylpyrimidine, and the solution was refluxed for 30 minutes. After distilling off chloroform under reduced pressure, the residue was dissolved in 300 ml of ethyl acetate and the solution was washed thrice with 50 ml of an aqueous 5% sodium hydrogencarbonate, twice with an aqueous 5% citr... The reactants are ClC=1C=C(C=C(C1)Cl)C(=C)C(F)(F)F (3,5-dichloro-1-(1-trifluoromethylethenyl)benzene), C(O)([O-])=O.[K+] (potassium hydrogen carbonate), ClC=1C(=NC=C(C=NO)C1)Cl (5,6-dichloronicotine aldehyde oxime), ClN1C(CCC1=O)=O (N-chlorosuccinimide). The solvent is O (water), COCCOC (1,2-dimethoxyethane), C(C)(=O)OCC (ethyl acetate). Reaction conditions: temperature 70 celsius, time 4 hour. The product is ClC=1C=C(C=C(C1)Cl)C1(CC(=NO1)C=1C=NC(=C(C1)Cl)Cl)C(F)(F)F (5-(3,5-dichlorophenyl)-3-(5,6-dichloro-3-pyridyl)-5-trifluoromethyl-4,5-dihydroisoxazole). The yield is 38.1%. Reaction SMILES: [Cl:1][C:2]1[C:3]([Cl:11])=[N:4][CH:5]=[C:6]([CH:10]=1)[CH:7]=[N:8][OH:9].ClN1C(=O)CCC1=O.[Cl:20][C:21]1[CH:22]=[C:23]([C:28]([C:30]([F:33])([F:32])[F:31])=[CH2:29])[CH:24]=[C:25]([Cl:27])[CH:26]=1.C(=O)([O-])O.[K+]>COCCOC.C(OCC)(=O)C.O>[Cl:20][C:21]1[CH:22]=[C:23]([C:28]2([C:30]([F:33])([F:31])[F:32])[O:9][N:8]=[C:7]([C:6]3[CH:5]=[N:4][C:3]([Cl:11])=[C:2]([Cl:1])[CH:10]=3)[CH2:29]2)[CH:24]=[C:25]([Cl:27])[CH:26]=1 |f:3.4|. Reported procedure: In a solution of 2.1 g of 5,6-dichloronicotine aldehyde oxime in 30 mL of 1,2-dimethoxyethane, 2.3 g of N-chlorosuccinimide was added, and stirred at 70° C. for 4 hours. Then, the reaction mixture was left and cooled to room temperature, 2.5 g of 3,5-dichloro-1-(1-trifluoromethylethenyl)benzene synthesized in Step 1 of Synthetic Example 1, 1.4 g of potassium hydrogen carbonate and 2.0 mL of water were added and continued to stir at room temperature further for 20 hours. After the completion of t... Reactants: C1(=CC=CC=C1)C(CC(=O)C=1OC=CC1)=O (1-phenyl-3-(2-furyl)-1,3-propanedione), C(C)OC(CBr)=O (bromoacetic acid-ethyl ester), suspension, [H-].[Na+] (sodium hydride). Run in paraffin. Product: C(C)OC(CC(C(=O)C=1OC=CC1)C(C1=CC=CC=C1)=O)=O (3-benzoyl-3-(2-furoyl)-propionic acid-ethyl ester). As a reaction SMILES: [C:1]1([C:7](=[O:16])[CH2:8][C:9]([C:11]2[O:12][CH:13]=[CH:14][CH:15]=2)=[O:10])[CH:6]=[CH:5][CH:4]=[CH:3][CH:2]=1.[CH2:17]([O:19][C:20](=[O:23])[CH2:21]Br)[CH3:18].[H-].[Na+]>>[CH2:17]([O:19][C:20](=[O:23])[CH2:21][CH:8]([C:7](=[O:16])[C:1]1[CH:2]=[CH:3][CH:4]=[CH:5][CH:6]=1)[C:9]([C:11]1[O:12][CH:13]=[CH:14][CH:15]=1)=[O:10])[CH3:18] |f:2.3|. Reported procedure: Following a procedure analogous to that set out in Example 49, 40 grams 1-phenyl-3-(2-furyl)-1,3-propanedione were alkylated by reaction with 36 grams bromoacetic acid-ethyl ester and 23 grams of a 20% suspension of sodium hydride in paraffin oil to form 3-benzoyl-3-(2-furoyl)-propionic acid-ethyl ester, which was further reacted with 28 grams phenylhydrazine in glacial acetic acid to form the respective pyrazol-4-acetic acid-ethyl esters, which without being separated, were saponified in accord... The reactants are ClC1=NC(=CC=C1)S(N(C)C)(=O)=O (2-chloro-6-dimethylsulfamoylpyridine), O.NN (hydrazine hydrate). Solvent: C(CCC)O (n-butanol). Run at time 30 minute. Product: CN(S(=O)(=O)C1=CC=CC(=N1)NN)C (6-dimethylsulfamoyl-2-hydrazinopyridine). The yield is 51.9%. As a reaction SMILES: Cl[C:2]1[CH:7]=[CH:6][CH:5]=[C:4]([S:8](=[O:13])(=[O:12])[N:9]([CH3:11])[CH3:10])[N:3]=1.O.[NH2:15][NH2:16]>C(O)CCC>[CH3:10][N:9]([CH3:11])[S:8]([C:4]1[N:3]=[C:2]([NH:15][NH2:16])[CH:7]=[CH:6][CH:5]=1)(=[O:13])=[O:12] |f:1.2|. Procedure details: To 12 g of 2-chloro-6-dimethylsulfamoylpyridine were added 30 ml of n-butanol and 4 g of hydrazine hydrate. The mixture was stirred at room temperature for 30 minutes, followed by heating under reflux for 18 hours. After cooling, crystals obtained were filtered and washed with water to obtain 6.1 g of 6-dimethylsulfamoyl-2-hydrazinopyridine. m.p.: 117° to 120° C. Starting materials: ClCCl, CC1(C)OC23C=CCCC2(C)CCC1C3, ClC(Cl)Cl, O=C(OO)c1cccc(Cl)c1, c1ccccc1. Yields the product CC1(C)OC23CC1CCC2(C)CCC1OC13. Reaction SMILES: [CH2:1]([Cl:2])[Cl:3].[CH3:8][C:9]12[CH2:10][CH2:11][CH:12]=[CH:13][C:14]13[O:15][C:16]([CH3:21])([CH3:22])[CH:17]([CH2:18][CH2:19]2)[CH2:20]3.[CH:4]([Cl:5])([Cl:6])[Cl:7].[OH:23][O:24][C:25]([c:26]1[cH:27][c:28]([Cl:29])[cH:30][cH:31][cH:32]1)=[O:33].[cH:34]1[cH:35][cH:36][cH:37][cH:38][cH:39]1>>[CH3:8][C:9]12[CH2:10][CH2:11][CH:12]3[CH:13]([C:14]14[O:15][C:16]([CH3:21])([CH3:22])[CH:17]([CH2:18][CH2:19]2)[CH2:20]4)[O:23]3.